Dataset: the Open Reaction Database (ORD), a public repository of structured organic reaction records. Task: describe an organic reaction: reactants, conditions, products, and yield Starting materials: CCc1nnc(C)s1, Cn1c([N+](=O)[O-])cnc1C=O, CC(=O)O, CC(=O)OC(C)=O. Product: CCc1nnc(C=Cc2ncc([N+](=O)[O-])n2C)s1. RXN SMILES: [CH2:12]([CH3:13])[c:14]1[n:15][n:16][c:17]([CH3:19])[s:18]1.[CH3:1][n:2]1[c:3]([CH:10]=[O:11])[n:4][cH:5][c:6]1[N+:7](=[O:8])[O-:9].[CH3:20][C:21](=[O:22])[OH:23].[CH3:24][C:25]([O:26][C:27](=[O:28])[CH3:29])=[O:30]>>[CH3:1][n:2]1[c:3]([CH:10]=[CH:19][c:17]2[n:16][n:15][c:14]([CH2:12][CH3:13])[s:18]2)[n:4][cH:5][c:6]1[N+:7](=[O:8])[O-:9]. Reactants: C(C1=CC=CC=C1)OCCCC=1NC(=C(N1)C(C)C)SC1=CC(=CC(=C1)Cl)Cl (2-(3-benzyloxypropyl)-5-(3,5-dichlorophenylthio)-4-isopropyl-1H-imidazole), C([O-])([O-])=O.[Li+].[Li+] (lithium carbonate), S(=O)(=O)(OC)OC (dimethyl sulfate). The solvent is C(C)#N (acetonitrile), ice water. Run at temperature 70 celsius. The product is C(C1=CC=CC=C1)OCCCC=1N(C(=C(N1)C(C)C)SC1=CC(=CC(=C1)Cl)Cl)C (2-(3-benzyloxypropyl)-5-(3,5-dichlorophenyl-thio)-4-isopropyl-1-methyl-1H-imidazole). Yield: 60.0%. Reaction SMILES: [CH2:1]([O:8][CH2:9][CH2:10][CH2:11][C:12]1[NH:13][C:14]([S:20][C:21]2[CH:26]=[C:25]([Cl:27])[CH:24]=[C:23]([Cl:28])[CH:22]=2)=[C:15]([CH:17]([CH3:19])[CH3:18])[N:16]=1)[C:2]1[CH:7]=[CH:6][CH:5]=[CH:4][CH:3]=1.[C:29](=O)([O-])[O-].[Li+].[Li+].S(OC)(OC)(=O)=O>C(#N)C>[CH2:1]([O:8][CH2:9][CH2:10][CH2:11][C:12]1[N:13]([CH3:29])[C:14]([S:20][C:21]2[CH:26]=[C:25]([Cl:27])[CH:24]=[C:23]([Cl:28])[CH:22]=2)=[C:15]([CH:17]([CH3:19])[CH3:18])[N:16]=1)[C:2]1[CH:3]=[CH:4][CH:5]=[CH:6][CH:7]=1 |f:1.2.3|. Procedure details: In 25 ml of dry acetonitrile was dissolved 5.0 g (11.5 mmol) of imidazole (101e), followed by addition of 1.7 g (23 ml) of lithium carbonate and 2.2 g (17.4 mmol) of dimethyl sulfate. The mixture was stirred under heating at 70° C. for 2 hours. The reactLion mixture was diluted with ice-water and extracted with diethyl ether. The extract was washed with water, dried over sodium sulfate, filtered, and concentrated under reduced pressure. The residue was purified by silica gel column chromatograph... Reaction conditions: time 36 hour. Starting materials: keto-ester, FC(C(=O)OC(C(F)(F)F)=O)(F)F (trifluoroacetic anhydride), C([O-])([O-])=O.[K+].[K+] (potassium carbonate), C1(=CC=CC=C1)C (toluene), ice, Cl (HCl). Yield: 56.0%. As a reaction SMILES: F[C:2](F)(F)[C:3]([O:5][C:6](=O)[C:7](F)(F)F)=O.[C:14](=[O:17])([O-])[O-].[K+].[K+].Cl.[C:21]1(C)[CH:26]=CC=[CH:23][CH:22]=1>>[O:17]=[C:14]1[C:26]2[CH:21]=[CH:22][CH:23]=[CH:7][C:6]=2[O:5][CH:3]=[CH:2]1 |f:1.2.3|. Reported procedure: The keto-ester (Step 1) (19.2 g, 79.1 mmol), was added to trifluoroacetic anhydride (67.2 mL, 49.9 g, 475.8 mmol), potassium carbonate (44 g, 318 mmol) and toluene (400 mL). This suspension was stirred at room temperature for 36 hours, then heated to reflux for 4 hours. After cooling to room temperature, the suspension was poured over rapidly stirred (mechanical stirrer) ice (300 mL) and aqueous HCl (12 N, 50 mL). The resulting organic phase was separated from the clear mixture, was washed with ... Product: O=C1C=COC2=C1C=CC=C2 (4-oxo-4H-1-benzopyran). Starting materials: BrC1=C2C=CC(=NC2=C(C=C1)OC)NC(=O)OC(C)(C)C (5-Bromo-2-t-butyloxycarbonylamino-8-Methoxyquinoline), IC (Iodomethane), O1CCCC1 (tetrahydrofuran), [H-].[Na+] (Sodium hydride). Run in C(C)(=O)OCC (ethyl acetate). Run at time 2 hour. The product is BrC1=C2C=CC(=NC2=C(C=C1)OC)N(C)C(=O)OC(C)(C)C (5Bromo-2[(t-butyloxycarbonyl)(methyl)amino]-8-methoxyquinoline). RXN SMILES: [Br:1][C:2]1[CH:11]=[CH:10][C:9]([O:12][CH3:13])=[C:8]2[C:3]=1[CH:4]=[CH:5][C:6]([NH:14][C:15]([O:17][C:18]([CH3:21])([CH3:20])[CH3:19])=[O:16])=[N:7]2.O1CCC[CH2:23]1.[H-].[Na+].IC>C(OCC)(=O)C>[Br:1][C:2]1[CH:11]=[CH:10][C:9]([O:12][CH3:13])=[C:8]2[C:3]=1[CH:4]=[CH:5][C:6]([N:14]([C:15]([O:17][C:18]([CH3:21])([CH3:20])[CH3:19])=[O:16])[CH3:23])=[N:7]2 |f:2.3|. Procedure details: 5-Bromo-2-t-butyloxycarbonylamino-8-Methoxyquinoline (1.21 g) and tetrahydrofuran (20 ml) were combined at room temperature under a nitrogen atmosphere. Sodium hydride (60% dispersion in oil) (164 mg) was added and the reaction mixture stirred for 2 h whilst effervescence occurred and a yellow colour appeared. Iodomethane (0.43 ml) was then added and stirring was continued for 2 h after which time the reaction was diluted with ethyl acetate (100 ml), washed successively with water, saturated aqu... Reactants: CN(C(C(F)(F)F)=O)[Si](C)(C)C (N-methyl-N-(trimethylsilyl)trifluoroacetamide), CN(N)C(C1=CC(=C(C=C1)O)O)=O (3,4-dihydroxybenzoic acid, 1-methylhydrazide). Conditions: temperature 50 celsius. The product is CN(N)C(C1=CC(=C(C=C1)[Si](C)(C)C)[Si](C)(C)C)=O (3,4-bis(trimethylsilyl)benzoic acid, 1-methylhydrazide). Reaction SMILES: CN([Si:9]([CH3:12])([CH3:11])[CH3:10])C(=O)C(F)(F)F.[CH3:13][N:14]([C:16](=[O:25])[C:17]1[CH:22]=[CH:21][C:20](O)=[C:19](O)[CH:18]=1)[NH2:15]>>[CH3:13][N:14]([C:16](=[O:25])[C:17]1[CH:22]=[CH:21][C:20]([Si:9]([CH3:12])([CH3:11])[CH3:10])=[C:19]([Si:9]([CH3:12])([CH3:11])[CH3:10])[CH:18]=1)[NH2:15]. Procedure: 9.53 ml of N-methyl-N-(trimethylsilyl)trifluoroacetamide (0.051 mol) was added to a suspension of 4.2 g of 3,4-dihydroxybenzoic acid, 1-methylhydrazide (0.023 mol). After warming the suspension to 50° C. for one hour, a clear solution of 3,4-bis(trimethylsilyl)benzoic acid, 1-methylhydrazide was obtained.